Dataset: the Open Reaction Database (ORD), a public repository of structured organic reaction records. Task: describe an organic reaction: reactants, conditions, products, and yield Starting materials: C(C)(C)(C)OC(=O)NC(CC(=O)O)(C)C (3-tert-butyloxycarbonylamino-3-methylbutanoic acid), NC1CCC2=C(NC1=O)C=CC1=CC=CC=C12 (3-amino-4-oxo-2,3,4,5-tetrahydro-1H-naphtho[2,1-b]- azepine), ON1N=NC2=C1C=CC=C2 (1-hydroxybenzotriazole), CCN=C=NCCCN(C)C (EDAC). The solvent is CN(C)C=O (DMF), O (water), C(C)OCC (diethyl ether). Conditions: time 10 minute. The product is C(C)(C)(C)OC(NC(CC(NC1CCC2=C(NC1=O)C=CC1=CC=CC=C12)=O)(C)C)=O ((1,1-dimethyl -2-(4-oxo-2,3,4,5-tetrahydro-1H-naphtho[2,1-b]azepin-3-ylcarbamoyl)ethyl)carbamic acid tert-butyl ester). The yield is 103.7%. Reaction SMILES: [C:1]([O:5][C:6]([NH:8][C:9]([CH3:15])([CH3:14])[CH2:10][C:11]([OH:13])=O)=[O:7])([CH3:4])([CH3:3])[CH3:2].ON1C2C=CC=CC=2N=N1.CCN=C=NCCCN(C)C.[NH2:37][CH:38]1[C:44](=[O:45])[NH:43][C:42]2[CH:46]=[CH:47][C:48]3[C:53]([C:41]=2[CH2:40][CH2:39]1)=[CH:52][CH:51]=[CH:50][CH:49]=3>CN(C=O)C.C(OCC)C.O>[C:1]([O:5][C:6](=[O:7])[NH:8][C:9]([CH3:15])([CH3:14])[CH2:10][C:11](=[O:13])[NH:37][CH:38]1[C:44](=[O:45])[NH:43][C:42]2[CH:46]=[CH:47][C:48]3[C:53]([C:41]=2[CH2:40][CH2:39]1)=[CH:52][CH:51]=[CH:50][CH:49]=3)([CH3:2])([CH3:3])[CH3:4]. Procedure details: A solution of 3-tert-butyloxycarbonylamino-3-methylbutanoic acid (2.43 g, 11.2 mmol) and 1-hydroxybenzotriazole (1.52 g, 11.3 mmol) in DMF (30 ml) was placed under an atmosphere of nitrogen. EDAC (2.19 g, 11.4 mmol) was added and the reaction mixture was stirred for 10 minutes at room temperature. Unresolved 3-amino-4-oxo-2,3,4,5-tetrahydro-1H-naphtho[2,1-b]- azepine (2.3 g, 10.2 mmol) was added and the reaction mixture was stirred overnight at room temperature. The reaction mixture was poured i... The reactants are [H-].[Al+3].[Li+].[H-].[H-].[H-] (lithium aluminum hydride), C(C)(=O)C=1C=CC2=C(C34C(CN(C3)CC3CCCC3)C3=C(C2C4)C=CC=C3)C1 (5-acetyl-2-cyclopentylmethyl-2,3,8,12b-tetrahydro-1H-3a,8-methanodibenzo[3,4:6,7]cyclohepta[1,2-c]-pyrrole). The solvent is CCOCC (ether), CCOCC (ether). The product is OC(C)C=1C=CC2=C(C34C(CN(C3)CC3CCCC3)C3=C(C2C4)C=CC=C3)C1 (5-(α-hydroxyethyl)-2-cyclopentylmethyl-2,3,8,12b-tetrahydro-1H-3a,8-methanodibenzo[3,4:6,7]cyclohepta[1,2-c]pyrrole). The yield is 60.5%. As a reaction SMILES: [H-].[Al+3].[Li+].[H-].[H-].[H-].[C:7]([C:10]1[CH:11]=[CH:12][C:13]2[CH:28]3[CH2:29][C:15]4([CH2:19][N:18]([CH2:20][CH:21]5[CH2:25][CH2:24][CH2:23][CH2:22]5)[CH2:17][CH:16]4[C:26]4[CH:33]=[CH:32][CH:31]=[CH:30][C:27]=43)[C:14]=2[CH:34]=1)(=[O:9])[CH3:8]>CCOCC>[OH:9][CH:7]([C:10]1[CH:11]=[CH:12][C:13]2[CH:28]3[CH2:29][C:15]4([CH2:19][N:18]([CH2:20][CH:21]5[CH2:25][CH2:24][CH2:23][CH2:22]5)[CH2:17][CH:16]4[C:26]4[CH:33]=[CH:32][CH:31]=[CH:30][C:27]=43)[C:14]=2[CH:34]=1)[CH3:8] |f:0.1.2.3.4.5|. Procedure details: To a suspension of 0.5 g of lithium aluminum hydride in 25 ml of ether was added dropwise a solution of 2.3 g of 5-acetyl-2-cyclopentylmethyl-2,3,8,12b-tetrahydro-1H-3a,8-methanodibenzo[3,4:6,7]cyclohepta[1,2-c]-pyrrole in 10 ml of ether. The reaction mixture was heated at reflux overnight and then excess lithium aluminum hydride was destroyed by the dropwise addition of a saturated aqueous sodium sulfate solution. The suspension was filtered with the aid of diatomaceous earth, and the filtrate ... Reactants: CC1=C(N)C=CC=C1 (2-Methylaniline), ClC1=NC(N2C(C3=CC(=C(C=C3CC2)OC)OC)=C1)=O (2-chloro-9,10-dimethoxy-6,7-dihydro-4H-pyrimido[6,1-a]isoquinolin-4-one). Run in CC(C)O (propan-2-ol). Yields the product COC=1C=C2CCN3C(C2=CC1OC)=CC(NC3=O)=NC3=C(C=CC=C3)C (9,10-Dimethoxy-2-(2-methylphenylimino)-3,4,6,7-tetrahydro-2H-pyrimido[6,1-a]isoquinolin-4-one). Yield: 100.4%. Reaction SMILES: [CH3:1][C:2]1[CH:8]=[CH:7][CH:6]=[CH:5][C:3]=1[NH2:4].Cl[C:10]1[CH:27]=[C:14]2[C:15]3[C:20]([CH2:21][CH2:22][N:13]2[C:12](=[O:28])[N:11]=1)=[CH:19][C:18]([O:23][CH3:24])=[C:17]([O:25][CH3:26])[CH:16]=3>CC(O)C>[CH3:24][O:23][C:18]1[CH:19]=[C:20]2[C:15](=[CH:16][C:17]=1[O:25][CH3:26])[C:14]1=[CH:27][C:10](=[N:4][C:3]3[CH:5]=[CH:6][CH:7]=[CH:8][C:2]=3[CH3:1])[NH:11][C:12](=[O:28])[N:13]1[CH2:22][CH2:21]2. Procedure: 2-Methylaniline (5.44 ml, 51 mmol) and 2-chloro-9,10-dimethoxy-6,7-dihydro-4H-pyrimido[6,1-a]isoquinolin-4-one (5 g, 17 mmol) were suspended in propan-2-ol (400 ml) and heated at reflux, under nitrogen, for 24 h. After cooling to room temperature, the solution was concentrated in vacuo and the residue purified by flash column chromatography [dichloromethane/methanol (98:2-96:4)] to afford the title compound (6.2 g, quantitative yield) as a yellow/orange solid. Reactants: Example 5 ( 23 ), N1C(=CC2=CC=CC=C12)C(=O)OC (methyl 2-indolecarboxylate), ICCCCOC1OCCCC1 (2-(4-iodobutoxy)tetrahydropyran), ClC1=C2C=C(NC2=CC=C1)C(=O)OCC (ethyl 4-chloro-2-indolecarboxylate). Product: CN1C=CC2=CC=C(C=C12)C(=O)OC (methyl 1-methyl-6-indolecarboxylate). As a reaction SMILES: ICCC[CH2:5][O:6][CH:7]1[CH2:12][CH2:11][CH2:10][CH2:9][O:8]1.ClC1C=CC=[C:19]2C=1[CH:16]=[C:17](C(OCC)=O)[NH:18]2.N1C2C(=CC=CC=2)[CH:30]=[C:29]1C(OC)=O>>[CH3:19][N:18]1[C:10]2[C:9](=[CH:29][CH:30]=[C:12]([C:7]([O:6][CH3:5])=[O:8])[CH:11]=2)[CH:16]=[CH:17]1. Procedure details: The title compound was prepared in a manner similar to Reference Example 5 (23) except that 2-(4-iodobutoxy)tetrahydropyran and ethyl 4-chloro-2-indolecarboxylate was used in place of 2-(2-iodoethoxy)tetrahydropyran and methyl 2-indolecarboxylate.